From a dataset of the Open Reaction Database (ORD), a public repository of structured organic reaction records. describe an organic reaction: reactants, conditions, products, and yield Procedure details: Following the general method as outlined in Example 4 (Method B), starting from 1-tert-butyl 2-methyl (2S,4EZ)-4-(methoxyimino)-1,2-pyrrolidinedicarboxylate and 4-(3-methyl-2-pyridinyl)benzoic acid, the title compound was obtained, after flash-chromatography (eluent cyclohexane/ethyl acetate 8:2), as a mixture of two isomers in 50% yield (100% purity by HPLC). Reactants: CON=C1C[C@H](N(C1)C(=O)OC(C)(C)C)C(=O)OC (1-tert-butyl 2-methyl (2S,4EZ)-4-(methoxyimino)-1,2-pyrrolidinedicarboxylate), CC=1C(=NC=CC1)C1=CC=C(C(=O)O)C=C1 (4-(3-methyl-2-pyridinyl)benzoic acid). RXN SMILES: [CH3:1][O:2][N:3]=[C:4]1[CH2:8][N:7]([C:9]([O:11]C(C)(C)C)=O)[C@H:6]([C:16]([O:18][CH3:19])=[O:17])[CH2:5]1.[CH3:20][C:21]1[C:22]([C:27]2[CH:35]=[CH:34][C:30](C(O)=O)=[CH:29][CH:28]=2)=[N:23][CH:24]=[CH:25][CH:26]=1>>[CH3:1][O:2][N:3]=[C:4]1[CH2:8][N:7]([C:9](=[O:11])[C:30]2[CH:34]=[CH:35][C:27]([C:22]3[C:21]([CH3:20])=[CH:26][CH:25]=[CH:24][N:23]=3)=[CH:28][CH:29]=2)[C@H:6]([C:16]([O:18][CH3:19])=[O:17])[CH2:5]1. Yields the product CON=C1C[C@H](N(C1)C(C1=CC=C(C=C1)C1=NC=CC=C1C)=O)C(=O)OC (Methyl (2S,4EZ)-4-(methoxyimino)-1-[4-(3-methyl-2-pyridinyl)benzoyl]-2-pyrrolidinecarboxylate). Isolated yield 50.0%. Starting materials: ClC=1C2=C(N=C(N1)N)N(C=C2I)CC2=NC=C(C(=C2C)OC)C (4-chloro-5-iodo-7-((4-methoxy-3,5-dimethylpyridin-2-yl)methyl)-7H-pyrrolo [2,3-d]pyrimidin-2-amine), CC(C)(CC#C)O (2-methylpent-4-yn-2-ol). Product: NC=1N=C(C2=C(N1)N(C=C2C#CCC(C)(O)C)CC2=NC=C(C(=C2C)OC)C)Cl (5-(2-amino-4-chloro-7-((4-methoxy-3,5-dimethylpyridin-2-yl)methyl)-7H-pyrrolo[2,3-d]pyrimidin-5-yl)-2-methylpent-4-yn-2-ol). As a reaction SMILES: [Cl:1][C:2]1[C:3]2[C:11](I)=[CH:10][N:9]([CH2:13][C:14]3[C:19]([CH3:20])=[C:18]([O:21][CH3:22])[C:17]([CH3:23])=[CH:16][N:15]=3)[C:4]=2[N:5]=[C:6]([NH2:8])[N:7]=1.[CH3:24][C:25]([OH:30])([CH2:27][C:28]#[CH:29])[CH3:26]>>[NH2:8][C:6]1[N:7]=[C:2]([Cl:1])[C:3]2[C:11]([C:29]#[C:28][CH2:27][C:25]([CH3:26])([OH:30])[CH3:24])=[CH:10][N:9]([CH2:13][C:14]3[C:19]([CH3:20])=[C:18]([O:21][CH3:22])[C:17]([CH3:23])=[CH:16][N:15]=3)[C:4]=2[N:5]=1. Reported procedure: Sonogashira coupling of 4-chloro-5-iodo-7-((4-methoxy-3,5-dimethylpyridin-2-yl)methyl)-7H-pyrrolo [2,3-d]pyrimidin-2-amine with 2-methylpent-4-yn-2-ol (H. Zhang et al., Tetrahedron Lett. 1999, 40, 7851) according to the general procedure A gave the title compound, as a solid. Mp=163-165° C. HPLC Rt=4.98 min. RXN SMILES: [Br:1][C:2]1[CH:3]=[C:4]([C:8](=[O:10])[CH3:9])[CH:5]=[N:6][CH:7]=1.[BH4-].[Na+]>CO>[Br:1][C:2]1[CH:3]=[C:4]([CH:8]([OH:10])[CH3:9])[CH:5]=[N:6][CH:7]=1 |f:1.2|. Run in CO (MeOH). Isolated yield 95.7%. Procedure: 1-(5-Bromo-pyridin-3-yl)-ethanone (3.0 g, 15 mmol) is dissolved in MeOH (20 mL) and sodium borohydride (1.1 g, 30 mmol) is added in 5 small portions every 15 min. The mixture is stirred for 16 hrs and the solvent is then removed in vacuo. Saturated aqueous NH4Cl solution (10 mL) is added along with 30 mL of water. The mixture is extracted with EtOAc (3×50 mL) and the organic layers are combined and concentrated to give the crude product. Purification by flash column chromatography affords 2.9 g ... Product: BrC=1C=C(C=NC1)C(C)O (1-(5-bromo-pyridin-3-yl)-ethanol). Reaction conditions: time 16 hour. Reactants: BrC=1C=C(C=NC1)C(C)=O (1-(5-Bromo-pyridin-3-yl)-ethanone), [BH4-].[Na+] (sodium borohydride).